From a dataset of the Open Reaction Database (ORD), a public repository of structured organic reaction records. describe an organic reaction: reactants, conditions, products, and yield The reactants are BrC=1C=CC2=C(C(=C(O2)CO)C)C1OC(C)C ((5-bromo-4-isopropoxy-3-methyl-1-benzofuran-2-yl) methanol), S(=O)(Cl)Cl (thionyl chloride). The solvent is ClCCl (dichloromethane). Run at time 2 hour. Yields the product BrC=1C=CC2=C(C(=C(O2)CCl)C)C1OC(C)C (5-bromo-4-isopropoxy-3-methyl-2-chloromethyl-1-benzofuran). RXN SMILES: [Br:1][C:2]1[CH:3]=[CH:4][C:5]2[O:9][C:8]([CH2:10]O)=[C:7]([CH3:12])[C:6]=2[C:13]=1[O:14][CH:15]([CH3:17])[CH3:16].S(Cl)([Cl:20])=O>ClCCl>[Br:1][C:2]1[CH:3]=[CH:4][C:5]2[O:9][C:8]([CH2:10][Cl:20])=[C:7]([CH3:12])[C:6]=2[C:13]=1[O:14][CH:15]([CH3:17])[CH3:16]. Procedure details: To a solution of (5-bromo-4-isopropoxy-3-methyl-1-benzofuran-2-yl) methanol (0.3 g, 1 mmole) in 10 mL dichloromethane was added 0.73 mL of thionyl chloride and the reaction was stirred at room temperature for 2 hours. The solvent was concentrated in vacuo, the residue was added toluene to provide 0.33 g of 5-bromo-4-isopropoxy-3-methyl-2-chloromethyl-1-benzofuran. The reactants are C(C1=CC=CC=C1)N1C[C@H]2[C@@H](C1)[C@@H](CC2)N ((3aS,4R,6aR)-2-benzyloctahydrocyclopenta[c]pyrrol-4-amine), CC(C(=O)O)(C)C1=CC=CC=C1 (2-methyl-2-phenylpropanoic acid), C1(=CC=CC=C1)[C@@H](C(=O)O)CC ((S)-2-phenylbutanoic acid). Yields the product C(C1=CC=CC=C1)N1C[C@@H]2[C@H](C1)[C@H](CC2)NC(C(C)(C2=CC=CC=C2)C)=O (N-[(3aR,4S,6aS)-2-benzyloctahydrocyclopenta[c]pyrrol-4-yl]-2-methyl-2-phenylpropanamide). RXN SMILES: [CH2:1]([N:8]1[CH2:12][C@H:11]2[C@H:13]([NH2:16])[CH2:14][CH2:15][C@H:10]2[CH2:9]1)[C:2]1[CH:7]=[CH:6][CH:5]=[CH:4][CH:3]=1.[CH3:17][C:18]([C:23]1[CH:28]=[CH:27][CH:26]=[CH:25][CH:24]=1)([CH3:22])[C:19](O)=[O:20].C1([C@H](CC)C(O)=O)C=CC=CC=1>>[CH2:1]([N:8]1[CH2:12][C@@H:11]2[C@@H:13]([NH:16][C:19](=[O:20])[C:18]([CH3:17])([C:23]3[CH:28]=[CH:27][CH:26]=[CH:25][CH:24]=3)[CH3:22])[CH2:14][CH2:15][C@@H:10]2[CH2:9]1)[C:2]1[CH:3]=[CH:4][CH:5]=[CH:6][CH:7]=1. Reported procedure: The title compound was prepared by substituting (3aR,4S,6aS)-2-benzyloctahydrocyclopenta[c]pyrrol-4-amine from Step A of Example 33 for (3aS,4R,6aR)-2-benzyloctahydrocyclopenta[c]pyrrol-4-amine and 2-methyl-2-phenylpropanoic acid for (S)-2-phenylbutanoic acid in Step F of the procedure used to prepare Example 16: 1H NMR (400 MHz, pyridine-d5) δ ppm 7.49-7.38 (m, 4H), 7.31 (ddd, J=7.3, 14.4, 22.5, 5H), 7.08 (d, J=7.3, 1H), 4.46-4.35 (m, 1H), 3.58 (d, J=13.2, 1H), 3.43 (d, J=13.2, 1H), 2.84 (d, J=... Reactants: Cc1ccc(CSc2nc3cscc3n2C(=O)OC(C)(C)C)nc1, COc1ccc(COC(=O)n2c(S(=O)Cc3ccc(C)cn3)nc3cscc32)cc1, O=C(OO)c1cccc(Cl)c1, ClCCl. The product is Cc1ccc(CS(=O)c2nc3cscc3n2C(=O)OC(C)(C)C)nc1. As a reaction SMILES: [C:1]([CH3:2])([CH3:3])([CH3:4])[O:5][C:6](=[O:7])[n:8]1[c:9]([S:16][CH2:17][c:18]2[cH:19][cH:20][c:21]([CH3:24])[cH:22][n:23]2)[n:10][c:11]2[c:12]1[cH:13][s:14][cH:15]2.[CH3:25][O:26][c:27]1[cH:28][cH:29][c:30]([CH2:31][O:32][C:33]([n:34]2[c:35]3[cH:36][s:37][cH:38][c:39]3[n:40][c:41]2[S:42]([CH2:43][c:44]2[n:45][cH:46][c:47]([CH3:48])[cH:49][cH:50]2)=[O:51])=[O:52])[cH:53][cH:54]1.[Cl:55][c:56]1[cH:57][cH:58][cH:59][c:60]([C:61]([O:62][OH:63])=[O:64])[cH:65]1.[Cl:66][CH2:67][Cl:68]>>[C:1]([CH3:2])([CH3:3])([CH3:4])[O:5][C:6](=[O:7])[n:8]1[c:9]([S:16]([CH2:17][c:18]2[cH:19][cH:20][c:21]([CH3:24])[cH:22][n:23]2)=[O:26])[n:10][c:11]2[c:12]1[cH:13][s:14][cH:15]2. Reactants: CC1=NC2=C(C=C(C=C2)Br)C2(CCCCC2)O1 (2-methyl-6-bromospiro[4H-3,1-benzoxazine-4,1′-cyclohexane]), BrC=1C=C(SC1)C#N (4-bromo-2-thiophenecarbonitrile). Product: CC1NC2=C(C=C(C=C2)C=2C=C(SC2)C#N)C2(CCCCC2)O1 (4-(2-Methylspiro[2H-3,1-benzoxazine-4,1′-cyclohexane]-6-yl)2-thiophenecarbonitrile). RXN SMILES: [CH3:1][C:2]1[O:17][C:11]2([CH2:16][CH2:15][CH2:14][CH2:13][CH2:12]2)[C:5]2[CH:6]=[C:7](Br)[CH:8]=[CH:9][C:4]=2[N:3]=1.Br[C:19]1[CH:20]=[C:21]([C:24]#[N:25])[S:22][CH:23]=1>>[CH3:1][CH:2]1[O:17][C:11]2([CH2:16][CH2:15][CH2:14][CH2:13][CH2:12]2)[C:5]2[CH:6]=[C:7]([C:19]3[CH:20]=[C:21]([C:24]#[N:25])[S:22][CH:23]=3)[CH:8]=[CH:9][C:4]=2[NH:3]1. Procedure details: Prepared according to the procedure for Example 13 from 2-methyl-6-bromospiro[4H-3,1-benzoxazine-4,1′-cyclohexane] and 4-bromo-2-thiophenecarbonitrile. A brown solid: mp 111-112° C.; 1H-NMR (DMSO-d6) δ 8.42 (s, 1H), 8.14 (s, 1H), 7.47 (s, 1H), 7.35 (dd, 1H, J=8.3, 1.1 Hz), 6.58 (d, 1H, J =8.4 Hz), 6.38 (s, 1H), 4.72 (m, 1H), 1.92-2.16 (m, 2H), 1.35-1.75 (m, 8H), 1.31 (d, 3H, J=5.3 Hz); MS (ESI) m/z 325 [M+H]+. The reactants are CN(C1=CC=CC=C1)C (N,N-dimethylaniline), ClC1=CC2=C(N(C(C(NC2=O)CCC2=C(C=CC=C2)Cl)=O)CC2=CC=C(C=C2)OC)C=C1 (7-Chloro-3-(2-chlorophenethyl)-1-(4-methoxybenzyl)-3,4-dihydro-1H-benzo[e][1,4]diazepine-2,5-dione), P(=O)(Cl)(Cl)Cl (phosphorous-oxychloride). Solvent: C1(=CC=CC=C1)C (toluene). Reaction conditions: temperature 90 celsius, time 24 hour. Product: ClC=1C2=C(N(C(C(N1)CCC1=C(C=CC=C1)Cl)=O)CC1=CC=C(C=C1)OC)C=CC(=C2)Cl (5,7-Dichloro-3-(2-chlorophenethyl)-1-(4-methoxybenzyl)-1H-benzo[e][1,4]diazepin-2(3H)-one). RXN SMILES: [Cl:1][C:2]1[CH:32]=[CH:31][C:5]2[N:6]([CH2:22][C:23]3[CH:28]=[CH:27][C:26]([O:29][CH3:30])=[CH:25][CH:24]=3)[C:7](=[O:21])[CH:8]([CH2:12][CH2:13][C:14]3[CH:19]=[CH:18][CH:17]=[CH:16][C:15]=3[Cl:20])[NH:9][C:10](=O)[C:4]=2[CH:3]=1.CN(C)C1C=CC=CC=1.P(Cl)(Cl)([Cl:44])=O>C1(C)C=CC=CC=1>[Cl:44][C:10]1[C:4]2[CH:3]=[C:2]([Cl:1])[CH:32]=[CH:31][C:5]=2[N:6]([CH2:22][C:23]2[CH:24]=[CH:25][C:26]([O:29][CH3:30])=[CH:27][CH:28]=2)[C:7](=[O:21])[CH:8]([CH2:12][CH2:13][C:14]2[CH:19]=[CH:18][CH:17]=[CH:16][C:15]=2[Cl:20])[N:9]=1. Procedure: 7-Chloro-3-(2-chlorophenethyl)-1-(4-methoxybenzyl)-3,4-dihydro-1H-benzo[e][1,4]diazepine-2,5-dione (950 mg) was dissolved in toluene (20 mL) and then N,N-dimethylaniline (564 mg, 2.3 eq) was added followed by phosphorous-oxychloride (403 mg, 1.3 eq). The reaction was heated to 90° C. overnight, then cooled to room temperature and washed with ice cold water, then cold 0.5 M HCl, then cold sodium bicarbonate, then cold water, then brine, and then it was dried over sodium sulfate, and filtered thro... Reactants: CCOC(C)=O, CCO, CO, CCCCCC, ClCCl, CCCOc1ccc(CCl)cc1-c1nc2c(CCC)nn(C)c2c(=O)[nH]1, [Na]. The product is CCCOc1ccc(COCC)cc1-c1nc2c(CCC)nn(C)c2c(=O)[nH]1. Reaction SMILES: [C:36]([O:37][CH2:38][CH3:39])(=[O:40])[CH3:41].[CH3:2][CH2:3][OH:4].[CH3:31][OH:32].[CH3:42][CH2:43][CH2:44][CH2:45][CH2:46][CH3:47].[Cl:33][CH2:34][Cl:35].[Cl:5][CH2:6][c:7]1[cH:8][cH:9][c:10]([O:27][CH2:28][CH2:29][CH3:30])[c:11](-[c:13]2[nH:14][c:15](=[O:26])[c:16]3[c:17]([n:18]2)[c:19]([CH2:23][CH2:24][CH3:25])[n:20][n:21]3[CH3:22])[cH:12]1.[Na:1]>>[CH3:2][CH2:3][O:4][CH2:6][c:7]1[cH:8][cH:9][c:10]([O:27][CH2:28][CH2:29][CH3:30])[c:11](-[c:13]2[nH:14][c:15](=[O:26])[c:16]3[c:17]([n:18]2)[c:19]([CH2:23][CH2:24][CH3:25])[n:20][n:21]3[CH3:22])[cH:12]1. Reactants: C(C1=CC=CC=C1)[C@@](C(=O)N1C(O[C@H]2[C@@H]1C=1C=CC=CC1C2)(C)C)(CCO)O ((S)-2-Benzyl-1-((3aS,8aR)-2,2-dimethyl-8,8a-dihydro-3aH-indeno[1,2-d]oxazol-3-yl)-2,4-dihydroxy-butan-1-one), CC(=O)OI1(C=2C=CC=CC2C(=O)O1)(OC(=O)C)OC(=O)C (Dess-Martin), [O-]S(=O)(=S)[O-].[Na+].[Na+] (Na2S2O3), C(=O)(O)[O-].[Na+] (NaHCO3). The solvent is C(Cl)Cl (CH2Cl2), C(Cl)Cl (CH2Cl2), CCOCC (ether). Yields the product C(C1=CC=CC=C1)[C@](CC=O)(C(=O)N1C(O[C@H]2[C@@H]1C=1C=CC=CC1C2)(C)C)O ((S)-3-Benzyl-4-((3aS,8aR)-2,2-dimethyl-8,8a-dihydro-3aH-indeno[1,2-d]oxazol-3-yl)-3-hydroxy-4-oxo-butyraldehyde). The yield is 63.6%. RXN SMILES: [CH2:1]([C@:8]([OH:28])([CH2:25][CH2:26][OH:27])[C:9]([N:11]1[C@H:15]2[C:16]3[CH:17]=[CH:18][CH:19]=[CH:20][C:21]=3[CH2:22][C@H:14]2[O:13][C:12]1([CH3:24])[CH3:23])=[O:10])[C:2]1[CH:7]=[CH:6][CH:5]=[CH:4][CH:3]=1.CC(OI1(OC(C)=O)(OC(C)=O)OC(=O)C2C=CC=CC1=2)=O.C([O-])(O)=O.[Na+].[O-]S([O-])(=S)=O.[Na+].[Na+]>C(Cl)Cl.CCOCC>[CH2:1]([C@@:8]([OH:28])([C:9]([N:11]1[C@H:15]2[C:16]3[CH:17]=[CH:18][CH:19]=[CH:20][C:21]=3[CH2:22][C@H:14]2[O:13][C:12]1([CH3:23])[CH3:24])=[O:10])[CH2:25][CH:26]=[O:27])[C:2]1[CH:7]=[CH:6][CH:5]=[CH:4][CH:3]=1 |f:2.3,4.5.6|. Procedure: A solution of (S)-2-benzyl-1-((3aS,8aR)-2,2-dimethyl-8,8a-dihydro-3 aH-indeno[1,2-d]oxazol-3-yl)-2,4-dihydroxy-butan-1-one (21g) (0.13 g, 0.34 mmol) in dry CH2Cl2 (5 mL) was added over 1 min to a stirred solution of Dess-Martin periodinate (0.16 g, 0.37 mmol) in dry CH2Cl2 (10 mL). After 30 min the homogeneous mixture was diluted with ether and poured into cold saturated NaHCO3 (10 mL) containing Na2S2O3 (2.2 g). Organic layers were washed with aqueous saturated NaHCO3, brine and dried (MgSO4). ...